This data is from the Open Reaction Database (ORD), a public repository of structured organic reaction records. The task is: describe an organic reaction: reactants, conditions, products, and yield The reactants are CO, COc1ccccc1Oc1c(Cl)nc(-c2ncccn2)nc1NS(=O)(=O)C=Cc1ccccc1, Cl, [Na]. RXN SMILES: [CH3:37][OH:38].[Cl:2][c:3]1[c:4]([O:27][c:28]2[c:29]([O:34][CH3:35])[cH:30][cH:31][cH:32][cH:33]2)[c:5]([NH:15][S:16](=[O:17])(=[O:18])[CH:19]=[CH:20][c:21]2[cH:22][cH:23][cH:24][cH:25][cH:26]2)[n:6][c:7](-[c:9]2[n:10][cH:11][cH:12][cH:13][n:14]2)[n:8]1.[ClH:36].[Na:1]>>[c:3]1([O:38][CH3:37])[c:4]([O:27][c:28]2[c:29]([O:34][CH3:35])[cH:30][cH:31][cH:32][cH:33]2)[c:5]([NH:15][S:16](=[O:17])(=[O:18])[CH:19]=[CH:20][c:21]2[cH:22][cH:23][cH:24][cH:25][cH:26]2)[n:6][c:7](-[c:9]2[n:10][cH:11][cH:12][cH:13][n:14]2)[n:8]1. The product is COc1ccccc1Oc1c(NS(=O)(=O)C=Cc2ccccc2)nc(-c2ncccn2)nc1OC. The reactants are Cl.OC1(CNC1)C(=O)O (3-hydroxyazetidine-3-carboxylic acid hydrochloride), C=O (formalin). Reagents/catalysts: O.[Pt]=O (platinum oxide monohydrate). The solvent is O (water). Run at time 46 hour. Product: CN1CC(C1)(C(=O)O)O (1-methyl-3-hydroxyazetidine-3-carboxylic acid). Yield: 74.9%. Reaction SMILES: Cl.[OH:2][C:3]1([C:7]([OH:9])=[O:8])[CH2:6][NH:5][CH2:4]1.[CH2:10]=O>O.O.[Pt]=O>[CH3:10][N:5]1[CH2:6][C:3]([OH:2])([C:7]([OH:9])=[O:8])[CH2:4]1 |f:0.1,4.5|. Procedure: To a solution of 500 mg (3.26 mmoles) of 3-hydroxyazetidine-3-carboxylic acid hydrochloride in 15 ml of water are added 1.06 ml of 37% formalin and 250 mg of platinum oxide monohydrate, and the mixture is kept at ambient temperature under atmospheric pressure for 46 hours. The catalyst is filtered off and washed with water. The combined filtrate and washings are evaporated under reduced pressure. The residue (0.79 g) is dissolved in 10 ml of water, adsorbed on 30 ml of Amberlite IR-120 B (H+), a... Reactants: C(#N)C=1N=C2C(=NC1C(=O)N)C=1C=CC=CC1C2=NO (2-cyano-9-[hydroxyimino]-9H-indeno[1,2-b]pyrazine-3-carboxylic acid amide), FC(C(=O)OI(OC(C(F)(F)F)=O)C1=CC=CC=C1)(F)F ([bis(trifluoroacetoxy)iodo]benzene). Solvent: CC#N.O (CH3CN H2O). Conditions: time 24 hour. Yields the product C(#N)C=1N=C2C(=NC1C(=O)N)C=1C=CC=CC1C2=O (2-cyano-9-oxo-9H-indeno[1,2-b]pyrazine-3-carboxylic acid amide). Isolated yield 58.0%. As a reaction SMILES: [C:1]([C:3]1[N:4]=[C:5]2[C:18](=NO)[C:17]3[CH:16]=[CH:15][CH:14]=[CH:13][C:12]=3[C:6]2=[N:7][C:8]=1[C:9]([NH2:11])=[O:10])#[N:2].FC(F)(F)C(OI(C1C=CC=CC=1)OC(=O)C(F)(F)F)=[O:24]>CC#N.O>[C:1]([C:3]1[N:4]=[C:5]2[C:18](=[O:24])[C:17]3[CH:16]=[CH:15][CH:14]=[CH:13][C:12]=3[C:6]2=[N:7][C:8]=1[C:9]([NH2:11])=[O:10])#[N:2] |f:2.3|. Procedure details: A suspension of 33 (522 mg, 1.97 mmol) and [bis(trifluoroacetoxy)iodo]benzene (1.69 g, 3.9 mmol) in CH3CN/H2O (9:1, 20 ml) was stirred 24 h at room temperature. The solid was collected by filtration and washed with CH3CN. The residue was dissolved in DMSO (2 ml) and precipitated by addition of H2O. The obtained solid was filtered and dried under vacuum, affording 36 (286 mg, 58%) as light brown solid. 1H NMR (300 MHz, DMSO d6): δ 8.65 (bs, 1H), 8.31 (bs, 1H), 8.09 (dd, 1H), 7.93 (m, 2H), 7.77 (d... Reactants: ClC1=CC=C(C=N1)S(=O)(=O)N (6-chloro-3-pyridinesulfonamide), NN (hydrazine). Run in C(C)O (ethanol). The product is Cl.Cl.N(N)C1=CC=C(C=N1)S(=O)(=O)N (6-Hydrazino-3-pyridinesulfonamide Dihydrochloride). Isolated yield 114.0%. RXN SMILES: [Cl:1][C:2]1[N:7]=[CH:6][C:5]([S:8]([NH2:11])(=[O:10])=[O:9])=[CH:4][CH:3]=1.[NH2:12][NH2:13]>C(O)C>[ClH:1].[ClH:1].[NH:12]([C:2]1[N:7]=[CH:6][C:5]([S:8]([NH2:11])(=[O:10])=[O:9])=[CH:4][CH:3]=1)[NH2:13] |f:3.4.5|. Procedure details: To a solution of 6-chloro-3-pyridinesulfonamide (0.64 g, 3.32 mmol) in ethanol (20 mL) was added hydrazine anhydrous (0.128 g, 3.99 mmol). After the reaction mixture was heated at reflux temperature for 5 hours, the solvent was removed. The residue was washed with methylene chloride to give the subtitle compound (0.494 g, 79.0% yield). The reactants are [N+](=O)([O-])C=1C=C(C(=O)Cl)C=CC1 (m-nitrobenzoyl chloride), ClC1=CC=CC=C1 (chlorobenzene), [Cl-].[Al+3].[Cl-].[Cl-] (aluminum chloride), ice water. Conditions: time 4 hour. Product: [N+](=O)([O-])C=1C=C(C(=O)C2=CC=C(C=C2)Cl)C=CC1 (3-Nitro-4'-Chlorobenzophenone). Isolated yield 76.0%. As a reaction SMILES: [N+:1]([C:4]1[CH:5]=[C:6]([CH:10]=[CH:11][CH:12]=1)[C:7](Cl)=[O:8])([O-:3])=[O:2].[Cl:13][C:14]1[CH:19]=[CH:18][CH:17]=[CH:16][CH:15]=1.[Cl-].[Al+3].[Cl-].[Cl-]>>[N+:1]([C:4]1[CH:5]=[C:6]([CH:10]=[CH:11][CH:12]=1)[C:7]([C:17]1[CH:18]=[CH:19][C:14]([Cl:13])=[CH:15][CH:16]=1)=[O:8])([O-:3])=[O:2] |f:2.3.4.5|. Procedure details: A mixture of m-nitrobenzoyl chloride 23.25 g (0.12 mol), chlorobenzene 25 ml (0.25 mol) and anhydrous aluminum chloride 17.5 g (0.13 mol) was stirred at 80°-100° C. for 4 hrs. After cooling, the reaction mixture was poured into ice-water with rapid stirring. The white precipitate obtained was collected by filtration and washed with water and then hexane. The white solid was recrystallized from hexane/CH2Cl2 to provide a solid with a melting point of 95°-96° C.; yield 76%. Starting materials: IC1=CC=C(N)C=C1 (p-iodo-aniline), C(C)(C)(C)OC(=O)N1CC(NCC1)=O (3-oxo-piperazine-1-carboxylic acid tert-butyl ester), C(=O)([O-])[O-].[K+].[K+] (K2CO3). Procedure details: A suspension of p-iodo-aniline (918 mg, 4.8 mmol), 3-oxo-piperazine-1-carboxylic acid tert-butyl ester (960 mg, 4.2 mmol) (1R,2R)-cyclohexane-1,2-diamine (0.05 mL, 0.42 mmol), copper (I) iodide (14.9 mg, 0.0042 mmol) and K2CO3 (1.19 g, 2.04 mmol) in dioxane (4 mL), is purged with nitrogen for 5 min in a reaction tube. The tube is sealed and the reaction mixture is heated at 119° C. for 15 hours. After cooling to room temperature, the reaction mixture is filtered through a silica cartridge washin... The reagents and catalysts are [Cu]I (copper (I) iodide). Run in O1CCOCC1 (dioxane). Conditions: temperature 119 celsius. Yield: 86.6%. Yields the product C(C)(C)(C)OC(=O)N1CC(N(CC1)C1=CC=C(C=C1)N)=O (4-(4-Amino-phenyl)-3-oxo-piperazine-1-carboxylic acid tert-butyl ester). As a reaction SMILES: I[C:2]1[CH:8]=[CH:7][C:5]([NH2:6])=[CH:4][CH:3]=1.[C:9]([O:13][C:14]([N:16]1[CH2:21][CH2:20][NH:19][C:18](=[O:22])[CH2:17]1)=[O:15])([CH3:12])([CH3:11])[CH3:10].C([O-])([O-])=O.[K+].[K+]>O1CCOCC1.[Cu]I>[C:9]([O:13][C:14]([N:16]1[CH2:21][CH2:20][N:19]([C:2]2[CH:8]=[CH:7][C:5]([NH2:6])=[CH:4][CH:3]=2)[C:18](=[O:22])[CH2:17]1)=[O:15])([CH3:12])([CH3:10])[CH3:11] |f:2.3.4|. Starting materials: ClC1=CC(=C(C=C1)O)CO (4-Chloro-2-(hydroxymethyl)phenol), C(C1=CC=CC=C1)Br (benzyl bromide), C([O-])([O-])=O.[K+].[K+] (potassium carbonate). The solvent is CC(=O)C (acetone). The product is ClC=1C=CC(=C(C1)CO)OCC1=CC=CC=C1 ({5-Chloro-2-[(phenylmethyl)oxy]phenyl}methanol). Isolated yield 106.4%. As a reaction SMILES: [Cl:1][C:2]1[CH:7]=[CH:6][C:5]([OH:8])=[C:4]([CH2:9][OH:10])[CH:3]=1.[CH2:11](Br)[C:12]1[CH:17]=[CH:16][CH:15]=[CH:14][CH:13]=1.C(=O)([O-])[O-].[K+].[K+]>CC(C)=O>[Cl:1][C:2]1[CH:7]=[CH:6][C:5]([O:8][CH2:11][C:12]2[CH:17]=[CH:16][CH:15]=[CH:14][CH:13]=2)=[C:4]([CH2:9][OH:10])[CH:3]=1 |f:2.3.4|. Procedure details: 4-Chloro-2-(hydroxymethyl)phenol (5 g, 31 mmol), benzyl bromide (3.74 ml, 31 mmol), and potassium carbonate (4.78 g, 34 mmol) were refluxed in acetone (30 ml) for two hours. TLC showed no more SM (starting material). Cooled down, filtered off the solid and vacuumed down (the filtrate) to give a clear oil (8.2 g).